From a dataset of the Open Reaction Database (ORD), a public repository of structured organic reaction records. describe an organic reaction: reactants, conditions, products, and yield The reactants are [N+](=O)([O-])C=1C=C(C=CC1)CC(=O)O (3-nitrophenylacetic acid). The reagents and catalysts are [Pd] (Pd/C). Run in C(C)O (ethanol). The product is NC=1C=C(C=CC1)CC(=O)O (3-Aminophenylacetic acid). As a reaction SMILES: [N+:1]([C:4]1[CH:5]=[C:6]([CH2:10][C:11]([OH:13])=[O:12])[CH:7]=[CH:8][CH:9]=1)([O-])=O>C(O)C.[Pd]>[NH2:1][C:4]1[CH:5]=[C:6]([CH2:10][C:11]([OH:13])=[O:12])[CH:7]=[CH:8][CH:9]=1. Procedure: 3-Aminophenylacetic acid was prepared from a solution of 3-nitrophenylacetic acid (5.08 g, 28 mmol) in absolute ethanol (100 ml) which was hydrogenated at 40° C. and 40 psi in the presence of 5% Pd/C catalyst for 3 hours. The catalyst was removed by filtration, and upon removal of the solvent in vacuo, a highly viscous yellow oil remained which resisted crystallization. Starting materials: C(C1=CC=CC=C1)SC1=NN(C(=N1)NC=O)C1=CC=CC=C1 (3-Benzylthio-5-formylamino-1-phenyl-1,2,4-triazole), O1CCOCC1 (dioxan), [BH4-].[Na+] (sodium borohydride). Run in C(C)(=O)O (acetic acid). Reaction conditions: temperature 100 celsius, time 2 hour. Product: C(C1=CC=CC=C1)SC1=NN(C(=N1)NC)C1=CC=CC=C1 (3-Benzylthio-5-methylamino-1-phenyl-1,2,4-triazole). Yield: 72.3%. As a reaction SMILES: [CH2:1]([S:8][C:9]1[N:13]=[C:12]([NH:14][CH:15]=O)[N:11]([C:17]2[CH:22]=[CH:21][CH:20]=[CH:19][CH:18]=2)[N:10]=1)[C:2]1[CH:7]=[CH:6][CH:5]=[CH:4][CH:3]=1.O1CCOCC1.[BH4-].[Na+]>C(O)(=O)C>[CH2:1]([S:8][C:9]1[N:13]=[C:12]([NH:14][CH3:15])[N:11]([C:17]2[CH:22]=[CH:21][CH:20]=[CH:19][CH:18]=2)[N:10]=1)[C:2]1[CH:3]=[CH:4][CH:5]=[CH:6][CH:7]=1 |f:2.3|. Procedure details: The product of stage (a) (31 g) was mixed with dioxan (200 ml) and 96% sodium borohydride (19.6 g) at room temperature, and acetic acid (30 ml) was added with vigorous stirring. The mixture was stirred at 100° C. for 2 hours, after which the solvents were removed and the mixture was added carefully to water. The product was then extracted with ethyl acetate and chromatographed on silica gel to give 21.4 g of the desired product. Starting materials: BrC(Br)(Br)Br, COCc1c(C=O)ncc2c1c1c(OCc3ccccc3)cccc1n2S(=O)(=O)c1ccc(C)cc1, ClCCl, c1ccc(P(c2ccccc2)c2ccccc2)cc1. The product is COCc1c(C=C(Br)Br)ncc2c1c1c(OCc3ccccc3)cccc1n2S(=O)(=O)c1ccc(C)cc1. RXN SMILES: [Br:56][C:57]([Br:58])([Br:59])[Br:60].[CH2:1]([c:2]1[cH:3][cH:4][cH:5][cH:6][cH:7]1)[O:8][c:9]1[c:10]2[c:11]3[c:12]([CH2:34][O:35][CH3:36])[c:13]([CH:32]=[O:33])[n:14][cH:15][c:16]3[n:17]([S:22](=[O:23])(=[O:24])[c:25]3[cH:26][cH:27][c:28]([CH3:29])[cH:30][cH:31]3)[c:18]2[cH:19][cH:20][cH:21]1.[Cl:61][CH2:62][Cl:63].[c:37]1([P:38]([c:39]2[cH:40][cH:41][cH:42][cH:43][cH:44]2)[c:45]2[cH:46][cH:47][cH:48][cH:49][cH:50]2)[cH:51][cH:52][cH:53][cH:54][cH:55]1>>[CH2:1]([c:2]1[cH:3][cH:4][cH:5][cH:6][cH:7]1)[O:8][c:9]1[c:10]2[c:11]3[c:12]([CH2:34][O:35][CH3:36])[c:13]([CH:32]=[C:57]([Br:56])[Br:58])[n:14][cH:15][c:16]3[n:17]([S:22](=[O:23])(=[O:24])[c:25]3[cH:26][cH:27][c:28]([CH3:29])[cH:30][cH:31]3)[c:18]2[cH:19][cH:20][cH:21]1. Reactants: O=C([O-])O, ClCCl, CC(C)(C)OC(=O)NCC1CN(CCn2c(=O)cnc3ccc(F)cc32)CCC1O, [Na+], [Na+], [Na+], O=S([O-])[O-]. Yields the product CC(C)(C)OC(=O)NCC1CN(CCn2c(=O)cnc3ccc(F)cc32)CCC1=O. Reaction SMILES: [C:37](=[O:38])([OH:39])[O-:40].[Cl:42][CH2:43][Cl:44].[F:1][c:2]1[cH:3][cH:4][c:5]2[n:6][cH:7][c:8](=[O:30])[n:9]([CH2:12][CH2:13][N:14]3[CH2:15][CH:16]([CH2:21][NH:22][C:23]([O:24][C:25]([CH3:26])([CH3:27])[CH3:28])=[O:29])[CH:17]([OH:20])[CH2:18][CH2:19]3)[c:10]2[cH:11]1.[Na+:35].[Na+:36].[Na+:41].[S:31]([O-:32])([O-:33])=[O:34]>>[F:1][c:2]1[cH:3][cH:4][c:5]2[n:6][cH:7][c:8](=[O:30])[n:9]([CH2:12][CH2:13][N:14]3[CH2:15][CH:16]([CH2:21][NH:22][C:23]([O:24][C:25]([CH3:26])([CH3:27])[CH3:28])=[O:29])[C:17](=[O:20])[CH2:18][CH2:19]3)[c:10]2[cH:11]1. Starting materials: BrC1=CC(=C(C=C1)C1C2=C(N(C(N1)=O)C1=CC(=CC=C1)C(F)(F)F)CCC2=O)SC (4-(4-bromo-2-(methylthio)phenyl)-1-(3-(trifluoromethyl)phenyl)-3,4,6,7-tetrahydro-1H-cyclopenta[d]pyrimidine-2,5-dione), BrC1=CC(=C(C=C1)C1C2=C(N(C(N1)=O)C1=CC(=CC=C1)C(F)(F)F)CCC2=O)SC (4-(4-bromo-2-(methylthio)phenyl)-1-(3-(trifluoromethyl)phenyl)-3,4,6,7-tetrahydro-1H-cyclopenta[d]pyrimidine-2,5-dione), tetrakis (triphenylphosphine)palladium(0), CN(C=O)C (N,N-dimethylformamide), O (Water). Reagents/catalysts: [C-]#N.[Zn+2].[C-]#N (zinc cyanide). Run at temperature 110 celsius. Product: O=C1NC(C2=C(N1C1=CC(=CC=C1)C(F)(F)F)CCC2=O)C2=C(C=C(C#N)C=C2)SC (4-(2,5-Dioxo-1-(3-(trifluoromethyl)phenyl)-2,3,4,5,6,7-hexahydro-1H-cyclopenta[d]-pyrimidin-4-yl)-3-(methylthio)benzonitrile). RXN SMILES: Br[C:2]1[CH:7]=[CH:6][C:5]([CH:8]2[NH:13][C:12](=[O:14])[N:11]([C:15]3[CH:20]=[CH:19][CH:18]=[C:17]([C:21]([F:24])([F:23])[F:22])[CH:16]=3)[C:10]3[CH2:25][CH2:26][C:27](=[O:28])[C:9]2=3)=[C:4]([S:29][CH3:30])[CH:3]=1.O.[CH3:32][N:33](C)C=O>[C-]#N.[Zn+2].[C-]#N>[O:14]=[C:12]1[N:11]([C:15]2[CH:20]=[CH:19][CH:18]=[C:17]([C:21]([F:22])([F:24])[F:23])[CH:16]=2)[C:10]2[CH2:25][CH2:26][C:27](=[O:28])[C:9]=2[CH:8]([C:5]2[CH:6]=[CH:7][C:2]([C:32]#[N:33])=[CH:3][C:4]=2[S:29][CH3:30])[NH:13]1 |f:3.4.5|. Procedure details: Under an atmosphere of argon, a mixture of 4-(4-bromo-2-(methylthio)phenyl)-1-(3-(trifluoromethyl)phenyl)-3,4,6,7-tetrahydro-1H-cyclopenta[d]pyrimidine-2,5-dione (intermediate 25, 1.74 g, 2.8 mmol based on 80% purity), zinc cyanide (430 mg, 3.64 mmol) and tetrakis (triphenylphosphine)palladium(0) (323 mg, 0.28 mmol) in N,N-dimethylformamide (12 mL) is heated at 110° C. over night and then cooled to room temperature. Water is added, and the mixture is extracted with dichloromethane. The organic l... The reactants are COC1=CC=C(C=C1)\C=C\C1=CC=CC=C1 ((E)-4-methoxystilbene), B(Br)(Br)Br (BBr3). Solvent: C(Cl)Cl (CH2Cl2), ClCCl (dichloromethane). Run at temperature -5 celsius, time 4 hour. Yields the product OC1=CC=C(C=C1)\C=C\C1=CC=CC=C1 ((E)-4-Hydroxystilbene). Isolated yield 43.3%. As a reaction SMILES: C[O:2][C:3]1[CH:8]=[CH:7][C:6](/[CH:9]=[CH:10]/[C:11]2[CH:16]=[CH:15][CH:14]=[CH:13][CH:12]=2)=[CH:5][CH:4]=1.B(Br)(Br)Br>C(Cl)Cl>[OH:2][C:3]1[CH:4]=[CH:5][C:6](/[CH:9]=[CH:10]/[C:11]2[CH:12]=[CH:13][CH:14]=[CH:15][CH:16]=2)=[CH:7][CH:8]=1. Reported procedure: To 210 mg (1 mmol) of (E)-4-methoxystilbene (4b) in 7 mL of CH2Cl2 was added 1.28 mL of 1M BBr3 (1.3 mmol) in dichloromethane at −10° C. The mixture was stirred for 4 h at −5° C. and quenched by pouring into cold water. The product was extracted with CH2Cl2, dried over anhydrous MgSO4 and chromatographed using 1:10 CH3OH:CH2Cl2 to afford 85 mg (43%) of 4a. mp 184-185° C.